Task: describe an organic reaction: reactants, conditions, products, and yield. Dataset: the Open Reaction Database (ORD), a public repository of structured organic reaction records The reactants are COc1cc(F)c(F)c(Nc2ccc(Br)cc2F)c1[N+](=O)[O-], Cl, COc1cc(F)c(F)c(Nc2ccc(I)cc2F)c1N, [Zn]. The product is COc1cc(F)c(F)c(Nc2ccc(Br)cc2F)c1N. RXN SMILES: [Br:1][c:2]1[cH:3][c:4]([F:22])[c:5]([NH:8][c:9]2[c:10]([F:21])[c:11]([F:20])[cH:12][c:13]([O:18][CH3:19])[c:14]2[N+:15]([O-:16])=[O:17])[cH:6][cH:7]1.[ClH:23].[F:24][c:25]1[c:26]([F:27])[cH:28][c:29]([O:30][CH3:31])[c:32]([NH2:33])[c:34]1[NH:35][c:36]1[cH:37][cH:38][c:39]([I:40])[cH:41][c:42]1[F:43].[Zn:44]>>[Br:1][c:2]1[cH:3][c:4]([F:22])[c:5]([NH:8][c:9]2[c:10]([F:21])[c:11]([F:20])[cH:12][c:13]([O:18][CH3:19])[c:14]2[NH2:15])[cH:6][cH:7]1. Starting materials: COC1=CC=C(C=2N1N=C(C2)C(F)(F)F)C=2CCC(NN2)=O (6-(7-methoxy-2-trifluoromethyl-pyrazolo[1,5-a]pyridine-4-yl)-4,5-dihydro-3-(2H)-pyridazinone), Cl (hydrochloric acid), sodium m-nitrosulfonate, [OH-].[Na+] (sodium hydroxide). Yields the product FC(C1=NN2C(C(=CC=C2OC)C=2C=CC(NN2)=O)=C1)(F)F (6-(2-trifluoromethyl-7-methoxy-pyrazolo[1,5-a]pyridine-4-yl)-3-(2H)-pyridazinone). Yield: 29.1%. Reaction SMILES: [CH3:1][O:2][C:3]1[N:8]2[N:9]=[C:10]([C:12]([F:15])([F:14])[F:13])[CH:11]=[C:7]2[C:6]([C:16]2[CH2:17][CH2:18][C:19](=[O:22])[NH:20][N:21]=2)=[CH:5][CH:4]=1.[OH-].[Na+].Cl>>[F:14][C:12]([F:13])([F:15])[C:10]1[CH:11]=[C:7]2[C:6]([C:16]3[CH:17]=[CH:18][C:19](=[O:22])[NH:20][N:21]=3)=[CH:5][CH:4]=[C:3]([O:2][CH3:1])[N:8]2[N:9]=1 |f:1.2|. Procedure details: The compound of Example 209 (79.8 mg) and sodium m-nitrosulfonate (57.6 mg) were suspended in a 0.5 mol/L aqueous sodium hydroxide solution (5.00 mL). The suspension was refluxed for 8 hours. Subsequently, diluted hydrochloric acid was added to make the mixture acidic and the mixture was extracted twice with ethyl acetate. The organic layer was washed with saturated brine and dried over anhydrous sodium sulfate. Evaporation of the solvent and subsequent purification of the residue by amino-silic...